describe an organic reaction: reactants, conditions, products, and yield From a dataset of the Open Reaction Database (ORD), a public repository of structured organic reaction records. Reactants: [Li]CCCC, CCOP(=O)(CS(=O)(=O)OCC)OCC, C1CCOC1, CCCCCC, CC1(C)OC2C(C=O)OC(n3cnc4c(Cl)ncnc43)C2O1. Yields the product CCOS(=O)(=O)C=CC1OC(n2cnc3c(Cl)ncnc32)C2OC(C)(C)OC12. As a reaction SMILES: [CH2:16]([Li:17])[CH2:18][CH2:19][CH3:20].[CH2:1]([CH3:2])[O:3][S:4](=[O:5])(=[O:6])[CH2:7][P:8]([O:9][CH2:10][CH3:11])([O:12][CH2:13][CH3:14])=[O:15].[CH2:43]1[O:44][CH2:45][CH2:46][CH2:47]1.[CH3:48][CH2:49][CH2:50][CH2:51][CH2:52][CH3:53].[Cl:21][c:22]1[c:23]2[n:24][cH:25][n:26]([CH:31]3[O:32][CH:33]([CH:41]=[O:42])[CH:34]4[CH:35]3[O:36][C:37]([CH3:39])([CH3:40])[O:38]4)[c:27]2[n:28][cH:29][n:30]1>>[CH2:1]([CH3:2])[O:3][S:4](=[O:5])(=[O:6])[CH:7]=[CH:41][CH:33]1[O:32][CH:31]([n:26]2[cH:25][n:24][c:23]3[c:22]([Cl:21])[n:30][cH:29][n:28][c:27]32)[CH:35]2[CH:34]1[O:38][C:37]([CH3:39])([CH3:40])[O:36]2. Starting materials: C1CCOC1, CN(C)CCN(C)C, ICCOCCI, [Li]CCCC, O=C1Cc2ccccc2N1. The product is O=C1Nc2ccccc2C12CCOCC2. RXN SMILES: [CH2:31]1[O:32][CH2:33][CH2:34][CH2:35]1.[CH3:16][N:17]([CH3:18])[CH2:19][CH2:20][N:21]([CH3:22])[CH3:23].[I:24][CH2:25][CH2:26][O:27][CH2:28][CH2:29][I:30].[Li:1][CH2:2][CH2:3][CH2:4][CH3:5].[NH:6]1[C:7](=[O:15])[CH2:8][c:9]2[cH:10][cH:11][cH:12][cH:13][c:14]21>>[NH:6]1[C:7](=[O:15])[C:8]2([c:9]3[cH:10][cH:11][cH:12][cH:13][c:14]31)[CH2:25][CH2:26][O:27][CH2:28][CH2:29]2. Reactants: BrCc1ccccc1, CC(C)O, [Na+], [OH-], O, O=S(=O)(O)c1ccc(O)c(I)c1, O=S(=O)(O)O. Yields the product [Na+], O=S(=O)([O-])c1ccc(OCc2ccccc2)c(I)c1. Reaction SMILES: [Br:15][CH2:16][c:17]1[cH:18][cH:19][cH:20][cH:21][cH:22]1.[CH:29]([OH:30])([CH3:31])[CH3:32].[Na+:2].[OH-:1].[OH2:28].[OH:3][c:4]1[c:5]([I:14])[cH:6][c:7]([S:10](=[O:11])(=[O:12])[OH:13])[cH:8][cH:9]1.[S:23](=[O:24])(=[O:25])([OH:26])[OH:27]>>[Na+:2].[O:3]([c:4]1[c:5]([I:14])[cH:6][c:7]([S:10](=[O:11])(=[O:12])[O-:13])[cH:8][cH:9]1)[CH2:16][c:17]1[cH:18][cH:19][cH:20][cH:21][cH:22]1. Starting materials: O1C2=C(NCC1)C=CC=C2 (3,4-dihydro-2H-benzo[b][1,4]oxazine), BrC1=C(C=C(C#N)C=C1)OC (4-bromo-3-methoxybenzonitrile), CC1(C2=C(C(=CC=C2)P(C3=CC=CC=C3)C4=CC=CC=C4)OC5=C(C=CC=C51)P(C6=CC=CC=C6)C7=CC=CC=C7)C (Xantphos), CC(C)([O-])C.[Na+] (sodium-tert-butoxide). The reagents and catalysts are C=1C=CC(=CC1)/C=C/C(=O)/C=C/C2=CC=CC=C2.C=1C=CC(=CC1)/C=C/C(=O)/C=C/C2=CC=CC=C2.C=1C=CC(=CC1)/C=C/C(=O)/C=C/C2=CC=CC=C2.[Pd].[Pd] (Pd2(dba)3). Solvent: C1(=CC=CC=C1)C (toluene). Reaction conditions: temperature 100 celsius. Yields the product O1C2=C(N(CC1)C1=C(C=C(C#N)C=C1)OC)C=CC=C2 (4-(2H-benzo[b][1,4]oxazin-4(3H)-yl)-3-methoxybenzonitrile). Isolated yield 80.4%. As a reaction SMILES: [O:1]1[CH2:6][CH2:5][NH:4][C:3]2[CH:7]=[CH:8][CH:9]=[CH:10][C:2]1=2.Br[C:12]1[CH:19]=[CH:18][C:15]([C:16]#[N:17])=[CH:14][C:13]=1[O:20][CH3:21].CC1(C)C2C(=C(P(C3C=CC=CC=3)C3C=CC=CC=3)C=CC=2)OC2C(P(C3C=CC=CC=3)C3C=CC=CC=3)=CC=CC1=2.CC(C)([O-])C.[Na+]>C1(C)C=CC=CC=1.C1C=CC(/C=C/C(/C=C/C2C=CC=CC=2)=O)=CC=1.C1C=CC(/C=C/C(/C=C/C2C=CC=CC=2)=O)=CC=1.C1C=CC(/C=C/C(/C=C/C2C=CC=CC=2)=O)=CC=1.[Pd].[Pd]>[O:1]1[CH2:6][CH2:5][N:4]([C:12]2[CH:19]=[CH:18][C:15]([C:16]#[N:17])=[CH:14][C:13]=2[O:20][CH3:21])[C:3]2[CH:7]=[CH:8][CH:9]=[CH:10][C:2]1=2 |f:3.4,6.7.8.9.10|. Procedure details: A mixture of 3,4-dihydro-2H-benzo[b][1,4]oxazine (500 mg, 3.69 mmol), 4-bromo-3-methoxybenzonitrile (784 mg, 3.69 mmol), Pd2(dba)3 (271 mg, 0.295 mmol), Xantphos (342 mg, 0.591 mmol) and sodium-tert-butoxide (590 mg, 6.14 mmol) in toluene (10 mL) was degassed for 10 minutes. The reaction mixture was heated at 100° C. for 1 h under microwave conditions. After completion, the reaction mixture was diluted with water (10 mL) and extracted with ethyl acetate (3×15 mL). The organic layer was dried ove...